From a dataset of the Open Reaction Database (ORD), a public repository of structured organic reaction records. describe an organic reaction: reactants, conditions, products, and yield The reactants are N1=CC=CC=C1 (pyridine), CS(=O)(=O)Cl (methanesulfonyl chloride), C(C)(=O)N1[C@H](C[C@H](C2=CC=CC=C12)OC1=CC=C(C=C1)N)C ((2S,4R)-1-acetyl-4-(4-aminophenoxy)-2-methyl-1,2,3,4-tetrahydroquinoline). The solvent is C(Cl)(Cl)Cl (chloroform), ClCCl (dichloromethane). Run at temperature 0 celsius, time 2 hour. Yields the product C(C)(=O)N1[C@H](C[C@H](C2=CC=CC=C12)OC1=CC=C(C=C1)NS(=O)(=O)C)C (N-{4-[(2S,4R)-(1-acetyl-2-methyl-1,2,3,4-tetrahydroquinolin-4-yl)oxy]phenyl}methanesulfonamide). RXN SMILES: [C:1]([N:4]1[C:13]2[C:8](=[CH:9][CH:10]=[CH:11][CH:12]=2)[C@H:7]([O:14][C:15]2[CH:20]=[CH:19][C:18]([NH2:21])=[CH:17][CH:16]=2)[CH2:6][C@@H:5]1[CH3:22])(=[O:3])[CH3:2].N1C=CC=CC=1.[CH3:29][S:30](Cl)(=[O:32])=[O:31]>ClCCl.C(Cl)(Cl)Cl>[C:1]([N:4]1[C:13]2[C:8](=[CH:9][CH:10]=[CH:11][CH:12]=2)[C@H:7]([O:14][C:15]2[CH:16]=[CH:17][C:18]([NH:21][S:30]([CH3:29])(=[O:32])=[O:31])=[CH:19][CH:20]=2)[CH2:6][C@@H:5]1[CH3:22])(=[O:3])[CH3:2]. Procedure: [Step 3] (2S,4R)-1-acetyl-4-(4-aminophenoxy)-2-methyl-1,2,3,4-tetrahydroquinoline was dissolved in 2 mL of dichloromethane, and 28.4 μL of pyridine and 19.1 μL of methanesulfonyl chloride were added to the solution at 0° C. The mixture was stirred for 2 hours at 0° C. After completion of the reaction, the reaction mixture was diluted with chloroform, and then was washed with 1 N hydrochloric acid, a saturated aqueous solution of sodium hydrogen carbonate, and saturated brine. Subsequently, the r... Starting materials: ClCCl, O=S(Cl)Cl, O=C(O)C1CCCN(C(=O)Cc2cccs2)C1. The product is O=C(Cl)C1CCCN(C(=O)Cc2cccs2)C1. As a reaction SMILES: [Cl:22][CH2:23][Cl:24].[S:18]([Cl:19])([Cl:20])=[O:21].[s:1]1[c:2]([CH2:6][C:7](=[O:8])[N:9]2[CH2:10][CH:11]([C:15](=[O:16])[OH:17])[CH2:12][CH2:13][CH2:14]2)[cH:3][cH:4][cH:5]1>>[s:1]1[c:2]([CH2:6][C:7](=[O:8])[N:9]2[CH2:10][CH:11]([C:15](=[O:17])[Cl:20])[CH2:12][CH2:13][CH2:14]2)[cH:3][cH:4][cH:5]1. Yield: 70.0%. Product: CN(CCNS(=O)(=O)C=1SC(=CC1)C#CC=1C=NN2C1N=C(C=C2C(F)(F)F)C2=CC(=C(C=C2)Cl)C)C (5-[5-(4-Chloro-3-methyl-phenyl)-7-trifluoromethyl-pyrazolo[1,5-a]pyrimidin-3-ylethynyl]-thiophene-2-sulfonic acid (2-dimethylamino-ethyl)-amide), solid. Reported procedure: The title compound was prepared from 5-(4-chloro-3-methyl-phenyl)-3-ethynyl-7-trifluoromethyl-pyrazolo[1,5-a]pyrimidine (example C.11) (168 mg, 0.5 mmol) and 5-bomo-thiophene-2-sulfonic acid (2-dimethylamino-ethyl)-amide (example B.49) (157 mg, 0.5 mmol) according to general procedure II. Obtained as a yellow solid (200 mg, 70%). MS (ISN) 566.2 [(M−H)−]; mp 179° C. Starting materials: ClC1=C(C=C(C=C1)C1=NC=2N(C(=C1)C(F)(F)F)N=CC2C#C)C (5-(4-chloro-3-methyl-phenyl)-3-ethynyl-7-trifluoromethyl-pyrazolo[1,5-a]pyrimidine), CN(CCNS(=O)(=O)C=1SC(=CC1)Br)C (5-Bromo-thiophene-2-sulfonic acid (2-dimethylamino-ethyl)-amide). RXN SMILES: [Cl:1][C:2]1[CH:7]=[CH:6][C:5]([C:8]2[CH:13]=[C:12]([C:14]([F:17])([F:16])[F:15])[N:11]3[N:18]=[CH:19][C:20]([C:21]#[CH:22])=[C:10]3[N:9]=2)=[CH:4][C:3]=1[CH3:23].[CH3:24][N:25]([CH3:38])[CH2:26][CH2:27][NH:28][S:29]([C:32]1[S:33][C:34](Br)=[CH:35][CH:36]=1)(=[O:31])=[O:30]>>[CH3:24][N:25]([CH3:38])[CH2:26][CH2:27][NH:28][S:29]([C:32]1[S:33][C:34]([C:22]#[C:21][C:20]2[CH:19]=[N:18][N:11]3[C:12]([C:14]([F:15])([F:17])[F:16])=[CH:13][C:8]([C:5]4[CH:6]=[CH:7][C:2]([Cl:1])=[C:3]([CH3:23])[CH:4]=4)=[N:9][C:10]=23)=[CH:35][CH:36]=1)(=[O:31])=[O:30]. Starting materials: OC=1C(=C2CCC(OC2=C(C1C)C)(C)CC(=O)O)C ((±)-(6-hydroxy-2,5, 7,8-tetramethylchroman-2-yl) acetic acid), NaHCO, N1=CC=CC=C1 (pyridine), C(C)(=O)OC(C)=O (acetic anhydride). Run in O1CCCC1 (tetrahydrofuran). Run at temperature 25 celsius, time 4 hour. Yields the product C(C)(=O)OC=1C(=C2CCC(OC2=C(C1C)C)(C)CC(=O)O)C ((±)-(6-acetoxy-2,5,7,8-tetramethylchroman-2-yl) acetic acid). Reaction SMILES: [OH:1][C:2]1[C:3]([CH3:19])=[C:4]2[C:9](=[C:10]([CH3:13])[C:11]=1[CH3:12])[O:8][C:7]([CH2:15][C:16]([OH:18])=[O:17])([CH3:14])[CH2:6][CH2:5]2.N1C=CC=CC=1.[C:26](OC(=O)C)(=[O:28])[CH3:27]>O1CCCC1>[C:26]([O:1][C:2]1[C:3]([CH3:19])=[C:4]2[C:9](=[C:10]([CH3:13])[C:11]=1[CH3:12])[O:8][C:7]([CH2:15][C:16]([OH:18])=[O:17])([CH3:14])[CH2:6][CH2:5]2)(=[O:28])[CH3:27]. Procedure: A mixture of 66.1 g. (0.25 mol.) of (±)-(6-hydroxy-2,5, 7,8-tetramethylchroman-2-yl) acetic acid and 250 ml. each of pyridine and acetic anhydride was stirred at 25° C. under N 2 for 20 hours and stripped of solvent at 40° C. to give an orangebrown oil. To a suspension of this material in 500 ml. of H 2 O and 100 ml. of tetrahydrofuran was added 166 g. (2.0 mol.) of NaHCO 3. the suspension was stirred at 25° C. for 4.0 hours, washed with ether, acidified with 2N-aqueous HCl and extracted with et...